This data is from the Open Reaction Database (ORD), a public repository of structured organic reaction records. The task is: describe an organic reaction: reactants, conditions, products, and yield The reactants are [N+](=O)([O-])C=1NC=2CCCC(C2C1C(=O)O)=O (2-nitro-4-oxo-4,5,6,7-tetrahydro-1H-indole-3-carboxylic acid), CCOC=1C=CC(=CC1)N (p-phenetidine), Cl.CN(CCCN=C=NCC)C (1-(3-dimethylaminopropyl)-3-ethylcarbodiimide hydrochloride). Run in O1CCOCC1 (dioxane). Reaction conditions: time 67 hour. The product is C(C)OC1=CC=C(C=C1)NC(=O)C1=C(NC=2CCCC(C12)=O)[N+](=O)[O-] (N-(4-ethoxyphenyl)-2-nitro-4-oxo-4,5,6,7-tetrahydro-1H-indole-3-carboxamide). The yield is 18.6%. RXN SMILES: [N+:1]([C:4]1[NH:5][C:6]2[CH2:7][CH2:8][CH2:9][C:10](=[O:16])[C:11]=2[C:12]=1[C:13]([OH:15])=O)([O-:3])=[O:2].[CH3:17][CH2:18][O:19][C:20]1[CH:21]=[CH:22][C:23]([NH2:26])=[CH:24][CH:25]=1.Cl.CN(C)CCCN=C=NCC>O1CCOCC1>[CH2:18]([O:19][C:20]1[CH:21]=[CH:22][C:23]([NH:26][C:13]([C:12]2[C:11]3[C:10](=[O:16])[CH2:9][CH2:8][CH2:7][C:6]=3[NH:5][C:4]=2[N+:1]([O-:3])=[O:2])=[O:15])=[CH:24][CH:25]=1)[CH3:17] |f:2.3|. Procedure details: A mixture of 2-nitro-4-oxo-4,5,6,7-tetrahydro-1H-indole-3-carboxylic acid (0.18 g, 0.8 mmol), p-phenetidine (0.52 mL, 4 mmol), and 1-(3-dimethylaminopropyl)-3-ethylcarbodiimide hydrochloride (767 mg, 4 mmol) in 50% aqueous dioxane (10 mL) was stirred for 67 hours, then concentrated in vacuo. Aqueous 3.6N hydrochloric acid was added, the mixture cooled in an ice water bath, and the precipitate collected, rinsed with water then diethyl ether, and dried. Purification on Silica gel (10% methyl alcoh... Reactants: NC1=C(C(=O)O)C=CC=C1OC (2-amino-3-methoxybenzoic acid), OC1CCN(CC1)C(=O)OC(C)(C)C (tert-butyl 4-hydroxytetrahydro-1(2H)-pyridinecarboxylate), C(C)OC1(CC1)O[Si](C)(C)C ([(1-ethoxycyclopropyl)oxy](trimethyl)silane), CN (methylamine), COC1=CC=C(C=O)C=C1 (4-methoxybenzaldehyde). Yields the product COC=1C=CC=C2C(N(C(=NC12)C1=CC=C(C=C1)OC1CCN(CC1)C1CC1)C)=O (8-Methoxy-3-methyl-2-[4-(1-cyclopropyl-4-piperidinyloxy)-phenyl]-4(3H)-quinazolinone). RXN SMILES: [NH2:1][C:2]1[C:10]([O:11][CH3:12])=[CH:9][CH:8]=[CH:7][C:3]=1[C:4]([OH:6])=O.[CH3:13][NH2:14].[CH3:15][O:16][C:17]1[CH:24]=[CH:23][C:20]([CH:21]=O)=[CH:19][CH:18]=1.OC1[CH2:31][CH2:30][N:29](C(OC(C)(C)C)=O)[CH2:28][CH2:27]1.C(O[C:42]1(O[Si](C)(C)C)[CH2:44][CH2:43]1)C>>[CH3:12][O:11][C:10]1[CH:9]=[CH:8][CH:7]=[C:3]2[C:2]=1[N:1]=[C:21]([C:20]1[CH:23]=[CH:24][C:17]([O:16][CH:15]3[CH2:31][CH2:30][N:29]([CH:42]4[CH2:43][CH2:44]4)[CH2:28][CH2:27]3)=[CH:18][CH:19]=1)[N:14]([CH3:13])[C:4]2=[O:6]. Procedure details: The entitled compound was obtained according to the method of Example 85 but using 2-amino-3-methoxybenzoic acid, methylamine, 4-methoxybenzaldehyde, tert-butyl 4-hydroxytetrahydro-1(2H)-pyridinecarboxylate, and [(1-ethoxycyclopropyl)oxy](trimethyl)silane. The solvent is C1(=CC=CC=C1)C (toluene), CCOC(=O)C (EtOAc), O (H2O), CCO (EtOH). The yield is 37.9%. The product is BrC1=C(C(=C(C=C1)C1=CC(=CC(=C1)OC)OC)N)N (4-Bromo-3′,5′-dimethoxy-biphenyl-2,3-diamine). The reactants are BrC1=C(C(=C(C=C1)Br)N)N (3,6-dibromo-benzene-1,2-diamine), C(=O)([O-])[O-].[Na+].[Na+] (Na2CO3), COC=1C=C(C=C(C1)OC)B(O)O (3,5-dimethoxyphenylboronic acid). RXN SMILES: [CH3:1][O:2][C:3]1[CH:4]=[C:5](B(O)O)[CH:6]=[C:7]([O:9][CH3:10])[CH:8]=1.[Br:14][C:15]1[CH:20]=[CH:19][C:18](Br)=[C:17]([NH2:22])[C:16]=1[NH2:23].C([O-])([O-])=O.[Na+].[Na+]>CCO.C1(C)C=CC=CC=1.CCOC(C)=O.O.C1C=CC(P(C2C=CC=CC=2)[C-]2C=CC=C2)=CC=1.C1C=CC(P(C2C=CC=CC=2)[C-]2C=CC=C2)=CC=1.Cl[Pd]Cl.[Fe+2]>[Br:14][C:15]1[CH:20]=[CH:19][C:18]([C:5]2[CH:4]=[C:3]([O:2][CH3:1])[CH:8]=[C:7]([O:9][CH3:10])[CH:6]=2)=[C:17]([NH2:22])[C:16]=1[NH2:23] |f:2.3.4,9.10.11.12|. Run at temperature 105 celsius, time 3 hour. The reagents and catalysts are C1=CC=C(C=C1)P([C-]2C=CC=C2)C3=CC=CC=C3.C1=CC=C(C=C1)P([C-]2C=CC=C2)C3=CC=CC=C3.Cl[Pd]Cl.[Fe+2] (PdCl2(dppf)). Reported procedure: A mixture of 3,5-dimethoxyphenylboronic acid (15.1 g, 82.7 mmol, 1.1 equiv) (Step 1.8) in EtOH (50 mL) was added dropwise to a mixture of 3,6-dibromo-benzene-1,2-diamine (20 g, 75.2 mmol) (Step 1.6), PdCl2(dppf) (6.1 g, 7.5 mmol, 0.1 equiv), Na2CO3 (2 M solution in H2O, 150 mL, 300.8 mmol, 4 equiv) in toluene (300 mL) at 105° C., under an argon atmosphere. The reaction mixture was stirred at 105° C. for 3 h, allowed to cool to rt, diluted with EtOAc and H2O and extracted with EtOAc. The organic ... Reactants: C(C)(C)(C)C=1C=C2CCC(C2=CC1)=O (5-tert-Butyl-1-indanone), Cl.CON (methoxyamine hydrochloride). The solvent is N1=CC=CC=C1 (pyridine). Run at time 16 hour. Yields the product CON=C1CCC2=CC(=CC=C12)C(C)(C)C (5-tert-butyl-1-indanone O-methyloxime). RXN SMILES: [C:1]([C:5]1[CH:6]=[C:7]2[C:11](=[CH:12][CH:13]=1)[C:10](=O)[CH2:9][CH2:8]2)([CH3:4])([CH3:3])[CH3:2].Cl.[CH3:16][O:17][NH2:18]>N1C=CC=CC=1>[CH3:16][O:17][N:18]=[C:10]1[C:11]2[C:7](=[CH:6][C:5]([C:1]([CH3:4])([CH3:3])[CH3:2])=[CH:13][CH:12]=2)[CH2:8][CH2:9]1 |f:1.2|. Reported procedure: 5-tert-Butyl-1-indanone (13.41 g, 71.23 mmol) and methoxyamine hydrochloride (6.68 g, 80 mmol) were dissolved in pyridine (75 ml) and stirred at ambient temperature for 16 hours. The mixture was evaporated under reduced pressure and the residue was partitioned between water and diethyl ether (X2). The combined organic layers were washed with 1N aqueous hydrochloric acid, dried with magnesium sulfate, and the filtrate was evaporated under reduced pressure to provide the title compound which was u... Starting materials: COC(=O)c1cc(F)ccc1CBr, O=C([O-])[O-], CC#N, Oc1ccc(C2CCCCC2)cc1, [K+], [K+]. The product is COC(=O)c1cc(F)ccc1COc1ccc(C2CCCCC2)cc1. As a reaction SMILES: [Br:14][CH2:15][c:16]1[c:17]([C:18](=[O:19])[O:20][CH3:21])[cH:22][c:23]([F:26])[cH:24][cH:25]1.[C:27](=[O:28])([O-:29])[O-:30].[CH3:33][C:34]#[N:35].[CH:1]1([c:7]2[cH:8][cH:9][c:10]([OH:13])[cH:11][cH:12]2)[CH2:2][CH2:3][CH2:4][CH2:5][CH2:6]1.[K+:31].[K+:32]>>[CH:1]1([c:7]2[cH:8][cH:9][c:10]([O:13][CH2:15][c:16]3[c:17]([C:18](=[O:19])[O:20][CH3:21])[cH:22][c:23]([F:26])[cH:24][cH:25]3)[cH:11][cH:12]2)[CH2:2][CH2:3][CH2:4][CH2:5][CH2:6]1. The reactants are CCOC(=O)C=CCC1CCC(N(C)C(=O)OC(C)(C)C)CC1, CO. Yields the product CCOC(=O)CCCC1CCC(N(C)C(=O)OC(C)(C)C)CC1. RXN SMILES: [CH2:1]([CH3:2])[O:3][C:4]([CH:5]=[CH:6][CH2:7][CH:8]1[CH2:9][CH2:10][CH:11]([N:14]([CH3:15])[C:16](=[O:17])[O:18][C:19]([CH3:20])([CH3:21])[CH3:22])[CH2:12][CH2:13]1)=[O:23].[CH3:24][OH:25]>>[CH2:1]([CH3:2])[O:3][C:4]([CH2:5][CH2:6][CH2:7][CH:8]1[CH2:9][CH2:10][CH:11]([N:14]([CH3:15])[C:16](=[O:17])[O:18][C:19]([CH3:20])([CH3:21])[CH3:22])[CH2:12][CH2:13]1)=[O:23].